Dataset: the Open Reaction Database (ORD), a public repository of structured organic reaction records. Task: describe an organic reaction: reactants, conditions, products, and yield Starting materials: [Al+3], C1CCOC1, [H-], [H-], [H-], [H-], [Li+], CN1CCCC1CCN1C(=O)CCCc2cc(N)ccc21. The product is CN1CCCC1CCN1CCCCc2cc(N)ccc21. RXN SMILES: [Al+3:23].[CH2:28]1[O:29][CH2:30][CH2:31][CH2:32]1.[H-:22].[H-:25].[H-:26].[H-:27].[Li+:24].[NH2:1][c:2]1[cH:3][c:4]2[c:5]([cH:20][cH:21]1)[N:6]([CH2:12][CH2:13][CH:14]1[N:15]([CH3:19])[CH2:16][CH2:17][CH2:18]1)[C:7](=[O:11])[CH2:8][CH2:9][CH2:10]2>>[NH2:1][c:2]1[cH:3][c:4]2[c:5]([cH:20][cH:21]1)[N:6]([CH2:12][CH2:13][CH:14]1[N:15]([CH3:19])[CH2:16][CH2:17][CH2:18]1)[CH2:7][CH2:8][CH2:9][CH2:10]2. Starting materials: NC1[C@@H]2N(C(=C(CS2)CSC=2N=NNC2)C(=O)O)C1=O (7-amino-3 (1H-1,2,3-triazol-4-yl)thiomethylceph-3-em-4-carboxylic acid), Cl (HCl), C(C)OC(CNC#N)OCC (2,2-diethoxyethylcyanamide). Run in COCCOC (1,2-dimethyoxyethane), O (water). Conditions: temperature 51 celsius. Yields the product N1C(=NC=C1)NC1[C@@H]2N(C(=C(CS2)CSC=2N=NNC2)C(=O)O)C1=O (7-(imidazol-2-yl)amino-3-(1H-1,2,3-triazol-4-yl)thiomethylceph-3-em-4-carboxylic acid). The yield is 10.0%. Reaction SMILES: [NH2:1][CH:2]1[C:19](=[O:20])[N:4]2[C:5]([C:16]([OH:18])=[O:17])=[C:6]([CH2:9][S:10][C:11]3[N:12]=[N:13][NH:14][CH:15]=3)[CH2:7][S:8][C@H:3]12.Cl.C(O[CH:25](OCC)[CH2:26][NH:27][C:28]#[N:29])C>COCCOC.O>[NH:29]1[CH:25]=[CH:26][N:27]=[C:28]1[NH:1][CH:2]1[C:19](=[O:20])[N:4]2[C:5]([C:16]([OH:18])=[O:17])=[C:6]([CH2:9][S:10][C:11]3[N:12]=[N:13][NH:14][CH:15]=3)[CH2:7][S:8][C@H:3]12. Reported procedure: To a suspension of 7-amino-3 (1H-1,2,3-triazol-4-yl)thiomethylceph-3-em-4-carboxylic acid (31.3 g., 0.1 moles) in a mixture of 1,2-dimethyoxyethane (250 ml.) and concentrated HCl (12 ml., 0.138 moles) in water (50 ml.) was added 2,2-diethoxyethylcyanamide (52.05 g., 0.3 moles). The mixture was stirred and heated at 51° C. for 4 hours and the resulting solution was evaporated under reduced pressure to remove the 1,2-dimethoxyethane. The residual oil was diluted with water (250 ml.), the pH of the... Starting materials: N1(CCCCC1)CCCN1N=C(C2=CC(=CC=C12)Cl)N (1-(3-piperidinopropyl)-3-amino-5-chloroindazole), CC(CCBr)N1CCCCC1 (1-(1-methyl-3-bromopropyl)piperidine). Product: N1(CCCCC1)C(CCN1N=C(C2=CC(=CC=C12)Cl)N)C (1-(3-piperidinobutyl)-3-amino-5-chloroindazole). RXN SMILES: [N:1]1([CH2:7][CH2:8][CH2:9][N:10]2[C:18]3[C:13](=[CH:14][C:15]([Cl:19])=[CH:16][CH:17]=3)[C:12]([NH2:20])=[N:11]2)[CH2:6][CH2:5][CH2:4][CH2:3][CH2:2]1.[CH3:21]C(N1CCCCC1)CCBr>>[N:1]1([CH:7]([CH3:21])[CH2:8][CH2:9][N:10]2[C:18]3[C:13](=[CH:14][C:15]([Cl:19])=[CH:16][CH:17]=3)[C:12]([NH2:20])=[N:11]2)[CH2:6][CH2:5][CH2:4][CH2:3][CH2:2]1. Procedure: The same procedures for preparing 1-(3-piperidinopropyl)-3-amino-5-chloroindazole as described in Example 100 were repeated except that 1-(1-methyl-3-bromopropyl)piperidine was employed instead of the 3-bromopropylpiperidine. As a result, 1-(3-piperidinobutyl)-3-amino-5-chloroindazole was obtained. Starting materials: C(C)N(CCCN1N=C(C2=CC(=CC(=C12)[N+](=O)[O-])[N+](=O)[O-])NCCCN(CC)CC)CC (1-(3-diethylaminopropyl)-3-(3-diethylaminopropylamino)-5,7-dinitroindazole), Cl (hydrochloric acid), CO (methyl alcohol), O (water). Reagents/catalysts: [Fe] (iron). Solvent: C(Cl)(Cl)Cl (chloroform). Conditions: temperature 70 celsius, time 1.5 hour. Yields the product C(C)N(CCCN1N=C(C2=CC(=CC(=C12)N)N)NCCCN(CC)CC)CC (1-(3-diethylaminopropyl)-3-(3-diethylaminopropylamino)-5,7-diaminoindazole). Isolated yield 23.7%. As a reaction SMILES: [CH2:1]([N:3]([CH2:31][CH3:32])[CH2:4][CH2:5][CH2:6][N:7]1[C:15]2[C:10](=[CH:11][C:12]([N+:19]([O-])=O)=[CH:13][C:14]=2[N+:16]([O-])=O)[C:9]([NH:22][CH2:23][CH2:24][CH2:25][N:26]([CH2:29][CH3:30])[CH2:27][CH3:28])=[N:8]1)[CH3:2].CO.O.Cl>[Fe].C(Cl)(Cl)Cl>[CH2:31]([N:3]([CH2:1][CH3:2])[CH2:4][CH2:5][CH2:6][N:7]1[C:15]2[C:10](=[CH:11][C:12]([NH2:19])=[CH:13][C:14]=2[NH2:16])[C:9]([NH:22][CH2:23][CH2:24][CH2:25][N:26]([CH2:27][CH3:28])[CH2:29][CH3:30])=[N:8]1)[CH3:32]. Reported procedure: A mixture consisting of 12.0 g of the 1-(3-diethylaminopropyl)-3-(3-diethylaminopropylamino)-5,7-dinitroindazole, 18 g of iron powder, 60 ml of methyl alcohol, 30 ml of water and 3 ml of hydrochloric acid was stirred for 1.5 hours at 70° C. After cooling, the mixture was filtered, and the pH of the filtrate was adjusted to 11 with an aqueous potassium carbonate solution. The filtrate was extracted three times with 50 ml of ethyl acetate, and the ethyl acetate layer was washed with water. The lay... Starting materials: IC1=CC=CC=C1 (iodobenzene), IC1=CC=CC=C1 (iodobenzene), C(C=C)O (allyl alcohol). Reagents/catalysts: C(C)(=O)[O-].[Pd+2].C(C)(=O)[O-] (Palladium acetate). The solvent is C(C)N(CC)CC (triethylamine). Reaction conditions: temperature 100 celsius. Product: C1(=CC=CC=C1)CCC=O (3-phenylpropanal), aldehyde. The yield is 13.0%. As a reaction SMILES: I[C:2]1[CH:7]=[CH:6][CH:5]=[CH:4][CH:3]=1.[CH2:8]([OH:11])[CH:9]=[CH2:10]>C([O-])(=O)C.[Pd+2].C([O-])(=O)C.C(N(CC)CC)C>[C:2]1([CH2:10][CH2:9][CH:8]=[O:11])[CH:7]=[CH:6][CH:5]=[CH:4][CH:3]=1 |f:2.3.4|. Procedure: 0.1 g Palladium acetate, 10.2 g iodobenzene, 4.4 g allyl alcohol and 6.0 g triethylamine were heated while stirring under nitrogen to 100° C. After one hour the iodobenzene was 97% reacted and there was produced 27% 3-phenylpropanal and 13% hydratropic aldehyde. Reactants: FC(C(=O)O)(F)F (trifluoroacetic acid), C1(=CC=CC=C1)SC (thioanisole), C(C1=CC=CC=C1)OC1=CC=C(C=C1)C1=CC2=C(N=CN=C2OC2=CC(=C(C=C2)NC(=O)NC2CC2)Cl)N1 (1-{4-[6-(4-benzyloxyphenyl)-7H-pyrrolo[2,3-d]pyrimidin-4-yloxy]-2-chlorophenyl}-3-cyclopropylurea). Reaction conditions: temperature 45 celsius, time 30 minute. The product is ClC1=C(C=CC(=C1)OC=1C2=C(N=CN1)NC(=C2)C2=CC=C(C=C2)O)NC(=O)NC2CC2 (1-{2-Chloro-4-[6-(4-hydroxyphenyl)-7H-pyrrolo[2,3-d]pyrimidin-4-yloxy]-phenyl}-3-cyclopropylurea). Yield: 75.4%. RXN SMILES: FC(F)(F)C(O)=O.C1(SC)C=CC=CC=1.C([O:23][C:24]1[CH:29]=[CH:28][C:27]([C:30]2[NH:53][C:33]3[N:34]=[CH:35][N:36]=[C:37]([O:38][C:39]4[CH:44]=[CH:43][C:42]([NH:45][C:46]([NH:48][CH:49]5[CH2:51][CH2:50]5)=[O:47])=[C:41]([Cl:52])[CH:40]=4)[C:32]=3[CH:31]=2)=[CH:26][CH:25]=1)C1C=CC=CC=1>>[Cl:52][C:41]1[CH:40]=[C:39]([O:38][C:37]2[C:32]3[CH:31]=[C:30]([C:27]4[CH:26]=[CH:25][C:24]([OH:23])=[CH:29][CH:28]=4)[NH:53][C:33]=3[N:34]=[CH:35][N:36]=2)[CH:44]=[CH:43][C:42]=1[NH:45][C:46]([NH:48][CH:49]1[CH2:50][CH2:51]1)=[O:47]. Procedure details: After adding 2 ml of trifluoroacetic acid and 0.1 ml of thioanisole to 24 mg of 1-{4-[6-(4-benzyloxyphenyl)-7H-pyrrolo[2,3-d]pyrimidin-4-yloxy]-2-chlorophenyl}-3-cyclopropylurea, the mixture was stirred at 45° C. for 30 minutes. The reaction system was concentrated under reduced pressure, saturated bicarbonate water was added to alkalinity, and then liquid separation and extraction were performed with ethyl acetate and tetrahydrofuran. The organic layer was washed with saturated saline, dried ov...